The task is: describe an organic reaction: reactants, conditions, products, and yield. This data is from the Open Reaction Database (ORD), a public repository of structured organic reaction records. Starting materials: Cc1ccc(O)c(C(CCN(C(C)C)C(C)C)c2ccccc2)c1, Cc1ccc(O)cc1, O=C(O)C=Cc1ccccc1, O=S(=O)(O)O. The product is Cc1ccc2c(c1)C(c1ccccc1)CC(=O)O2. RXN SMILES: [CH3:1][CH:2]([N:3]([CH:4]([CH3:22])[CH3:23])[CH2:5][CH2:6][CH:7]([c:8]1[cH:9][cH:10][cH:11][cH:12][cH:13]1)[c:14]1[cH:15][c:16]([CH3:17])[cH:18][cH:19][c:20]1[OH:21])[CH3:24].[CH3:36][c:37]1[cH:38][cH:39][c:40]([OH:41])[cH:42][cH:43]1.[OH:25][C:26]([CH:27]=[CH:28][c:29]1[cH:30][cH:31][cH:32][cH:33][cH:34]1)=[O:35].[S:44](=[O:45])(=[O:46])([OH:47])[OH:48]>>[C:5]1(=[O:25])[CH2:6][CH:7]([c:8]2[cH:9][cH:10][cH:11][cH:12][cH:13]2)[c:14]2[cH:15][c:16]([CH3:17])[cH:18][cH:19][c:20]2[O:21]1. Starting materials: CS(=O)(=O)C=1C=C(C(=O)O)C=CC1 (3-(methylsulfonyl)benzoic acid), B (borane), solution, B(F)(F)F.CCOCC (boron trifluoride diethyl etherate). Solvent: C1CCOC1 (THF), C1CCOC1 (THF). Procedure: To a solution of 3-(methylsulfonyl)benzoic acid (1.2 g, 6.0 mmol) in THF (30 mL) at 0° C., is added equimolar amounts of borane (6.0 mL of a 1.0 M solution in THF) and boron trifluoride diethyl etherate (0.8 mL, 6.0 mmol). The reaction is allowed to warm to ambient temperature overnight, and then quenched by pouring into a mixture of ice and solid NaHCO3. Following extraction with EtOAc, the organic layer is washed with brine and dried over Na2SO4. Removal of solvent affords the product as a col... The product is CS(=O)(=O)C=1C=C(CO)C=CC1 (3-Methanesulfonyl benzyl alcohol). As a reaction SMILES: [CH3:1][S:2]([C:5]1[CH:6]=[C:7]([CH:11]=[CH:12][CH:13]=1)[C:8](O)=[O:9])(=[O:4])=[O:3].B.B(F)(F)F.CCOCC>C1COCC1>[CH3:1][S:2]([C:5]1[CH:6]=[C:7]([CH:11]=[CH:12][CH:13]=1)[CH2:8][OH:9])(=[O:3])=[O:4] |f:2.3|. Reactants: FC(C1=CC=C(OC2=CC=C(OC(C(CC(=O)OCC)O)C)C=C2)C=C1)(F)F (ethyl 4-[4-(4-trifluoromethylphenoxy)phenoxy]-3-hydroxypentanoate), [OH-].[K+] (KOH), OC(CC(=O)O)CC (3-hydroxypentanoic acid). Run in CO (methanol). The product is FC(C1=CC=C(OC2=CC=C(OC(C(CC(=O)O)O)C)C=C2)C=C1)(F)F (4-[4-(4-trifluoromethylphenoxy)phenoxy]-3-hydroxypentanoic acid). Reaction SMILES: [F:1][C:2]([F:28])([F:27])[C:3]1[CH:26]=[CH:25][C:6]([O:7][C:8]2[CH:24]=[CH:23][C:11]([O:12][CH:13]([CH3:22])[CH:14]([OH:21])[CH2:15][C:16]([O:18]CC)=[O:17])=[CH:10][CH:9]=2)=[CH:5][CH:4]=1.[OH-].[K+].OC(CC)CC(O)=O>CO>[F:1][C:2]([F:27])([F:28])[C:3]1[CH:4]=[CH:5][C:6]([O:7][C:8]2[CH:24]=[CH:23][C:11]([O:12][CH:13]([CH3:22])[CH:14]([OH:21])[CH2:15][C:16]([OH:18])=[O:17])=[CH:10][CH:9]=2)=[CH:25][CH:26]=1 |f:1.2|. Reported procedure: A mixture of 7.0 g of ethyl 4-[4-(4-trifluoromethylphenoxy)phenoxy]-3-hydroxypentanoate and 1.74 g of 85% KOH in 30 ml ag. methanol was stirred at room temperature for 1.5 hrs. The mixture was concentrated, poured into water and acidified. The product was dissolved in ether, washed with brine, dried over MgSO4 and vacuum evaporated to yield 6.0 of product which was identified as the subject 3-hydroxypentanoic acid.